describe an organic reaction: reactants, conditions, products, and yield From a dataset of the Open Reaction Database (ORD), a public repository of structured organic reaction records. The reactants are C(C)(C)O (isopropyl alcohol), C(C)(C)O (isopropyl alcohol), C(\C=C\C(=O)O)(=O)O (fumaric acid), CN(C)CC(C=1C=CC(=CC1)O)C2(CCCCC2)O (O-desmethylvenlafaxine), C(\C=C\C(=O)O)(=O)O (fumaric acid), CN(C)CC(C=1C=CC(=CC1)O)C2(CCCCC2)O (O-desmethylvenlafaxine). The solvent is C(C(O)C)(=O)OCC (ethyl lactate). Yields the product CN(C)CC(C1=CC=C(C=C1)O)C2(CCCCC2)O.C(=C/C(=O)O)\C(=O)O (O-desmethylvenlafaxine fumarate), II. As a reaction SMILES: [CH3:1][N:2]([CH2:4][CH:5]([C:13]1([OH:19])[CH2:18][CH2:17][CH2:16][CH2:15][CH2:14]1)[C:6]1[CH:7]=[CH:8][C:9]([OH:12])=[CH:10][CH:11]=1)[CH3:3].[C:20]([OH:27])(=[O:26])/[CH:21]=[CH:22]/[C:23]([OH:25])=[O:24].C(O)(C)C>C(OCC)(=O)C(C)O>[CH3:1][N:2]([CH2:4][CH:5]([C:13]1([OH:19])[CH2:18][CH2:17][CH2:16][CH2:15][CH2:14]1)[C:6]1[CH:11]=[CH:10][C:9]([OH:12])=[CH:8][CH:7]=1)[CH3:3].[CH:21](/[C:20]([OH:27])=[O:26])=[CH:22]\[C:23]([OH:25])=[O:24] |f:4.5|. Procedure: In one specific embodiment, O-desmethylvenlafaxine, fumaric acid and the isopropyl alcohol or ethyl lactate solvent are combined to form a solution. Where the solvent is isopropyl alcohol, O-desmethylvenlafaxine and fumaric acid in the solvent may be heated to obtain a solution. Heating may be carried out from about room temperature to about reflux temperature of the solvent. The solution may than be cooled to a temperature of about 50° C. or less, preferably to about 15° C. to about 30° C., pre... Starting materials: COC1=C(C(=O)OC)C=CC(=C1)OC (methyl 2,4-dimethoxybenzoate), FC(C(=O)OC(C(F)(F)F)=O)(F)F (trifluoroacetic acid anhydride), C([O-])(O)=O.[Na+] (sodium bicarbonate), C(C)(=O)OCC (ethyl acetate). Solvent: C(C)(=O)O (acetic acid). Reaction conditions: time 12 hour. Yields the product C(C)(=O)C=1C(=CC(=C(C(=O)OC)C1)OC)OC (methyl 5-acetyl-2,4-dimethoxybenzoate). As a reaction SMILES: [CH3:1][O:2][C:3]1[CH:12]=[C:11]([O:13][CH3:14])[CH:10]=[CH:9][C:4]=1[C:5]([O:7][CH3:8])=[O:6].F[C:16](F)(F)[C:17](OC(=O)C(F)(F)F)=[O:18].C(=O)(O)[O-].[Na+].C(OCC)(=O)C>C(O)(=O)C>[C:17]([C:10]1[C:11]([O:13][CH3:14])=[CH:12][C:3]([O:2][CH3:1])=[C:4]([CH:9]=1)[C:5]([O:7][CH3:8])=[O:6])(=[O:18])[CH3:16] |f:2.3|. Reported procedure: A 1.00 g portion of methyl 2,4-dimethoxybenzoate was suspended in 0.58 ml of acetic acid, and 1.44 ml of dry trifluoroacetic acid anhydride was added under ice-cooling, followed by stirring at room temperature for 12 hours. Under ice-cooling, a saturated sodium bicarbonate aqueous solution and ethyl acetate were added, and then insoluble matter was removed by celite filtration. The thus obtained filtrate was extracted with ethyl acetate, washed with water and saturated brine and then dried over ... The reactants are O.[OH-].[Li+] (lithium hydroxide monohydrate), C1(=NC=CC2=CC=CC=C12)N1C=C(C(=C1)C)C(=O)OC (1-(isoquinol-1-yl)-3-methoxycarbonyl-4-methyl-1H-pyrrole). Solvent: O (water), O (water), O1CCCC1 (tetrahydrofuran). The product is C(=O)(O)C1=CN(C=C1C)C1=NC=CC2=CC=CC=C12 (3-Carboxy-1-(isoquinol-1-yl)-4-methyl-1H-pyrrole). RXN SMILES: O.[OH-].[Li+].[C:4]1([N:14]2[CH:18]=[C:17]([CH3:19])[C:16]([C:20]([O:22]C)=[O:21])=[CH:15]2)[C:13]2[C:8](=[CH:9][CH:10]=[CH:11][CH:12]=2)[CH:7]=[CH:6][N:5]=1>O1CCCC1.O>[C:20]([C:16]1[C:17]([CH3:19])=[CH:18][N:14]([C:4]2[C:13]3[C:8](=[CH:9][CH:10]=[CH:11][CH:12]=3)[CH:7]=[CH:6][N:5]=2)[CH:15]=1)([OH:22])=[O:21] |f:0.1.2|. Procedure: 0.63 g (15 mmol) of lithium hydroxide monohydrate is added at a temperature in the region of 20° C. to 1.35 g (5 mmol) of 1-(isoquinol-1-yl)-3-methoxycarbonyl-4-methyl-1H-pyrrole dissolved in 50 mL of tetrahydrofuran and 50 mL of water. After stirring at reflux for 25 hours, the reaction mixture is concentrated to dryness under reduced pressure (2.7 kPa) to give a residue which is taken up in 20 mL of water and then triturated with 15 mL of 1N hydrochloric acid. After filtering off and drying th... Starting materials: diacetyl, NC1=C(C=CC2=CC=CC=C12)C=O (1-amino-2-naphthalenecarbaldehyde), [OH-].[K+] (potassium hydroxide), O1CCOCC1 (dioxane). Yields the product N1=CC=CC2=CC=C3C(=C12)C=CC=C3 (Benzoquinoline). RXN SMILES: [NH2:1][C:2]1[C:11]2[C:6](=[CH:7][CH:8]=[CH:9][CH:10]=2)[CH:5]=[CH:4][C:3]=1[CH:12]=O.[OH-].[K+].O1CCO[CH2:18][CH2:17]1>>[N:1]1[C:2]2[C:3](=[CH:4][CH:5]=[C:6]3[CH:7]=[CH:8][CH:9]=[CH:10][C:11]3=2)[CH:12]=[CH:18][CH:17]=1 |f:1.2|. Procedure: 23.8 g of 2-bromobiphenyl was converted to the Grignard form in THF using 3.4 g of metal magnesium, then this reacted with 18.0 g of 9-fluorenone at from room temperature to 50° C. and, by treatment in the normal way, 9-(2-biphenyl)-9-fluorenol was obtained. This was heated in acetic acid to which a small amount of hydrochloric acid had been added, so that water was eliminated and, by treatment in the usual way, 9,9′-spirobifluorene (18.5 g) was obtained. Next, Connecting Unit 1 (15.8 g) was rea... Reactants: CCC1(O)C(=O)OCc2c1cc1n(c2=O)Cc2c-1nc1ccccc1c2CC[Si](C)(C)CCCBr, CN(C)C=O, [Na], O=S(O)c1ccccc1. Reaction SMILES: [Br:1][CH2:2][CH2:3][CH2:4][Si:5]([CH2:6][CH2:7][c:8]1[c:9]2[c:10]([n:11][c:12]3[c:20]1[CH2:19][n:18]1[c:13]-3[cH:14][c:15]3[c:16]([c:17]1=[O:21])[CH2:22][O:23][C:24](=[O:29])[C:25]3([OH:26])[CH2:27][CH3:28])[cH:30][cH:31][cH:32][cH:33]2)([CH3:34])[CH3:35].[CH3:46][N:47]([CH3:48])[CH:49]=[O:50].[Na:45].[OH:36][S:37](=[O:38])[c:39]1[cH:40][cH:41][cH:42][cH:43][cH:44]1>>[CH2:2]([CH2:3][CH2:4][Si:5]([CH2:6][CH2:7][c:8]1[c:9]2[c:10]([n:11][c:12]3[c:20]1[CH2:19][n:18]1[c:13]-3[cH:14][c:15]3[c:16]([c:17]1=[O:21])[CH2:22][O:23][C:24](=[O:29])[C:25]3([OH:26])[CH2:27][CH3:28])[cH:30][cH:31][cH:32][cH:33]2)([CH3:34])[CH3:35])[S:37](=[O:36])(=[O:38])[c:39]1[cH:40][cH:41][cH:42][cH:43][cH:44]1. The product is CCC1(O)C(=O)OCc2c1cc1n(c2=O)Cc2c-1nc1ccccc1c2CC[Si](C)(C)CCCS(=O)(=O)c1ccccc1. The reactants are CC(=O)O[BH-](OC(C)=O)OC(C)=O, CN1CCNCC1, CC(=O)O, ClCCCl, [Na+], CC(C)(C)C(C)(C)[SiH2]Oc1cccc(-c2nc(N3CCOCC3)c3sc(C=O)cc3n2)c1. Product: CN1CCN(Cc2cc3nc(-c4cccc(O[SiH2]C(C)(C)C(C)(C)C)c4)nc(N4CCOCC4)c3s2)CC1. As a reaction SMILES: [C:44]([O:45][BH-:46]([O:47][C:48](=[O:49])[CH3:50])[O:51][C:52](=[O:53])[CH3:54])(=[O:55])[CH3:56].[CH3:33][N:34]1[CH2:35][CH2:36][NH:37][CH2:38][CH2:39]1.[CH3:40][C:41](=[O:42])[OH:43].[Cl:58][CH2:59][CH2:60][Cl:61].[Na+:57].[O:1]1[CH2:2][CH2:3][N:4]([c:7]2[c:8]3[c:9]([n:10][c:11](-[c:13]4[cH:14][c:15]([O:19][SiH2:20][C:21]([C:22]([CH3:23])([CH3:24])[CH3:25])([CH3:26])[CH3:27])[cH:16][cH:17][cH:18]4)[n:12]2)[cH:28][c:29]([CH:31]=[O:32])[s:30]3)[CH2:5][CH2:6]1>>[O:1]1[CH2:2][CH2:3][N:4]([c:7]2[c:8]3[c:9]([n:10][c:11](-[c:13]4[cH:14][c:15]([O:19][SiH2:20][C:21]([C:22]([CH3:23])([CH3:24])[CH3:25])([CH3:26])[CH3:27])[cH:16][cH:17][cH:18]4)[n:12]2)[cH:28][c:29]([CH2:31][N:37]2[CH2:36][CH2:35][N:34]([CH3:33])[CH2:39][CH2:38]2)[s:30]3)[CH2:5][CH2:6]1. Starting materials: FC=1C=C(C=O)C=CC1OC (3-fluoro-4-methoxybenzaldehyde), C(C)OC(CC(=O)C(=O)OCC)=O (oxalacetic acid diethyl ester), C(C)OC(\C=C(\C)/N)=O (β-aminocrotonic acid ethyl ester). The solvent is C(C)O (ethanol). Product: C(C)OC(=O)C1=C(NC(=C(C1C1=CC(=C(C=C1)OC)F)C(=O)OCC)C(=O)OCC)C (2-Methyl-4-(3'-fluoro-4'-methoxyphenyl)-1,4-dihydropyridine-3,5,6-tricarboxylic acid triethyl ester). RXN SMILES: [F:1][C:2]1[CH:3]=[C:4]([CH:7]=[CH:8][C:9]=1[O:10][CH3:11])[CH:5]=O.[CH2:12]([O:14][C:15](=[O:24])[CH2:16][C:17]([C:19]([O:21][CH2:22][CH3:23])=[O:20])=O)[CH3:13].[CH2:25]([O:27][C:28](=[O:33])/[CH:29]=[C:30](\[NH2:32])/[CH3:31])[CH3:26]>C(O)C>[CH2:25]([O:27][C:28]([C:29]1[CH:5]([C:4]2[CH:7]=[CH:8][C:9]([O:10][CH3:11])=[C:2]([F:1])[CH:3]=2)[C:16]([C:15]([O:14][CH2:12][CH3:13])=[O:24])=[C:17]([C:19]([O:21][CH2:22][CH3:23])=[O:20])[NH:32][C:30]=1[CH3:31])=[O:33])[CH3:26]. Procedure: After heating a solution of 17 g of 3-fluoro-4-methoxybenzaldehyde, 20.9 g of oxalacetic acid diethyl ester and 14.3 g of β-aminocrotonic acid ethyl ester in 80 ccs of ethanol under reflux, the mixture is evaporated in vacuo and the reaction product is obtained as a light yellow oil. Starting materials: ClCS(=O)(=O)O (Chloromethanesulfonic acid), C(C=C)N1N(C2=NC(=NC=C2C1=O)NC1=CC=C(C=C1)CO)C1=CC=CC(=N1)N1C(C=CC=C1)=O (6′-[2-allyl-6-{[4-(hydroxymethyl)phenyl]amino}-3-oxo-2,3-dihydro-1H-pyrazolo[3,4-d]pyrimidin-1-yl]-2H-1,2′-bipyridin-2-one), C(O)([O-])=O.[Na+] (sodium hydrogencarbonate), C(C)(C)(C)N (tert-butylamine). Solvent: C(C)N(CC)CC (triethylamine), O1CCCC1 (tetrahydrofuran), C(Cl)(Cl)Cl (Chloroform). Reaction conditions: time 1 hour. Product: C(C=C)N1N(C2=NC(=NC=C2C1=O)NC1=CC=C(C=C1)CNC(C)(C)C)C1=CC=CC(=N1)N1C(C=CC=C1)=O (6′-[2-allyl-6-({4-[(tert-butylamino)methyl]phenyl}amino)-3-oxo-2,3-dihydro-1H-pyrazolo[3,4-d]pyrimidin-1-yl]-2H-1,2′-bipyridin-2-one). RXN SMILES: ClCS(O)(=O)=O.[CH2:7]([N:10]1[C:18](=[O:19])[C:17]2[C:12](=[N:13][C:14]([NH:20][C:21]3[CH:26]=[CH:25][C:24]([CH2:27]O)=[CH:23][CH:22]=3)=[N:15][CH:16]=2)[N:11]1[C:29]1[N:34]=[C:33]([N:35]2[CH:40]=[CH:39][CH:38]=[CH:37][C:36]2=[O:41])[CH:32]=[CH:31][CH:30]=1)[CH:8]=[CH2:9].[C:42]([NH2:46])([CH3:45])([CH3:44])[CH3:43].C(=O)([O-])O.[Na+]>C(Cl)(Cl)Cl.C(N(CC)CC)C.O1CCCC1>[CH2:7]([N:10]1[C:18](=[O:19])[C:17]2[C:12](=[N:13][C:14]([NH:20][C:21]3[CH:22]=[CH:23][C:24]([CH2:27][NH:46][C:42]([CH3:45])([CH3:44])[CH3:43])=[CH:25][CH:26]=3)=[N:15][CH:16]=2)[N:11]1[C:29]1[N:34]=[C:33]([N:35]2[CH:40]=[CH:39][CH:38]=[CH:37][C:36]2=[O:41])[CH:32]=[CH:31][CH:30]=1)[CH:8]=[CH2:9] |f:3.4|. Procedure details: Chloromethanesulfonic acid (37 μL) was added to a tetrahydrofuran solution (10 mL) of 6′-[2-allyl-6-{[4-(hydroxymethyl)phenyl]amino}-3-oxo-2,3-dihydro-1H-pyrazolo[3,4-d]pyrimidin-1-yl]-2H-1,2′-bipyridin-2-one (110 mg) and triethylamine (164 μL), and stirred at room temperature for 1 hour, then tert-butylamine (500 μL) was added to the reaction liquid, and stirred for 6 hours. Chloroform and aqueous sodium hydrogencarbonate solution were added to the reaction liquid, and the organic layer was sep... Reactants: CC(=O)[O-], CC(=O)[O-], CCC(C(=O)O)c1csc(Cl)n1, Cc1c(-c2ccccc2)n[nH]c1-c1ccccc1, [K+], [K+], [K+], O, O=P([O-])([O-])[O-], [Pd+2], Cc1cc(C)cc(C)c1. The product is CCC(C(=O)O)c1csc(-n2nc(-c3ccccc3)c(C)c2-c2ccccc2)n1. RXN SMILES: [C:48]([O-:49])(=[O:50])[CH3:51].[C:53]([O-:54])(=[O:55])[CH3:56].[CH2:10]([CH3:11])[CH:12]([C:13](=[O:14])[OH:15])[c:16]1[n:17][c:18]([Cl:21])[s:19][cH:20]1.[CH3:30][c:31]1[c:32](-[c:42]2[cH:43][cH:44][cH:45][cH:46][cH:47]2)[n:33][nH:34][c:35]1-[c:36]1[cH:37][cH:38][cH:39][cH:40][cH:41]1.[K+:27].[K+:28].[K+:29].[OH2:57].[P:22]([O-:23])([O-:24])([O-:25])=[O:26].[Pd+2:52].[c:1]1([CH3:2])[cH:3][c:4]([CH3:5])[cH:6][c:7]([CH3:8])[cH:9]1>>[CH2:10]([CH3:11])[CH:12]([C:13](=[O:14])[OH:15])[c:16]1[n:17][c:18](-[n:33]2[c:32](-[c:42]3[cH:43][cH:44][cH:45][cH:46][cH:47]3)[c:31]([CH3:30])[c:35](-[c:36]3[cH:37][cH:38][cH:39][cH:40][cH:41]3)[n:34]2)[s:19][cH:20]1. Starting materials: ClC1=CC=C(CN2C(=CC=3C2=NC=C(C3)OC)C(=O)OCC)C=C1 (Ethyl 1-(4-Chloro-benzyl)-5-methoxy-1H-pyrrolo[2,3-b]pyridine-2-carboxylate), [H-].[H-].[H-].[H-].[Li+].[Al+3] (LiAlH4), O (water). The solvent is C1CCOC1 (THF). Product: ClC1=CC=C(CN2C(=CC=3C2=NC=C(C3)OC)CO)C=C1 ([1-(4-Chloro-benzyl)-5-methoxy-1H-pyrrolo[2,3-b]pyridin-2-yl]-methanol). RXN SMILES: [Cl:1][C:2]1[CH:24]=[CH:23][C:5]([CH2:6][N:7]2[C:11]3=[N:12][CH:13]=[C:14]([O:16][CH3:17])[CH:15]=[C:10]3[CH:9]=[C:8]2[C:18](OCC)=[O:19])=[CH:4][CH:3]=1.[H-].[H-].[H-].[H-].[Li+].[Al+3].O>C1COCC1>[Cl:1][C:2]1[CH:24]=[CH:23][C:5]([CH2:6][N:7]2[C:11]3=[N:12][CH:13]=[C:14]([O:16][CH3:17])[CH:15]=[C:10]3[CH:9]=[C:8]2[CH2:18][OH:19])=[CH:4][CH:3]=1 |f:1.2.3.4.5.6|. Reported procedure: To Ethyl 1-(4-chloro-benzyl)-5-methoxy-1H-pyrrolo[2,3-b]pyridine-2-carboxylate from step 4 (170 mg, 0.493 mmol) in THF (4 mL), was added LiAlH4 (21 mg, 0.542 mmol) and heated to reflux for 30 min. After cooling, the reaction mixture was poured into water, extracted with EtOAc (4×25 mL), the organic phase dried (Na2SO4), filtered and evaporated in vacuo. The residue was purified on silica gel eluting with a gradient of 0 to 40% EtOAc in hexanes to yield the title alcohol.